This data is from the Open Reaction Database (ORD), a public repository of structured organic reaction records. The task is: describe an organic reaction: reactants, conditions, products, and yield The reactants are 70.8, COC(C(=C)C)=O (methylmethacrylate), C[O-].[Na+] (sodium methoxide), N#N (N2), C1=CC=C(C=C1)NC2=CC=C(C=C2)N (p-aminodiphenylamine). The solvent is CO (methanol). Reaction conditions: temperature 70 celsius. Product: N(C1=CC=CC=C1)C1=CC=C(C=C1)NC(C(=C)C)=O (N-(4-anilinophenyl) methacrylamide). The yield is 80.2%. Reaction SMILES: C[O-].[Na+].N#N.[CH:6]1[CH:11]=[CH:10][C:9]([NH:12][C:13]2[CH:18]=[CH:17][C:16]([NH2:19])=[CH:15][CH:14]=2)=[CH:8][CH:7]=1.C[O:21][C:22](=O)[C:23]([CH3:25])=[CH2:24]>CO>[NH:12]([C:13]1[CH:18]=[CH:17][C:16]([NH:19][C:22](=[O:21])[C:23]([CH3:25])=[CH2:24])=[CH:15][CH:14]=1)[C:9]1[CH:8]=[CH:7][CH:6]=[CH:11][CH:10]=1 |f:0.1|. Procedure: A one liter flask equipped with an agitator was charged with 90 grams of methanol and 30 grams (0.55 mol) of sodium methoxide while under a slow N2 purge. The mixture was stirred until solution was achieved. 450 milliliters of xylene followed by 92 grams (0.5 mol) of p-aminodiphenylamine and 70.8 (0.71 mol) of methylmethacrylate were added to the flask while agitating. The homogeneous solution was then slowly heated and methanol was removed through a packed column. Methanol forms an azeotrope wi...